From a dataset of the Open Reaction Database (ORD), a public repository of structured organic reaction records. describe an organic reaction: reactants, conditions, products, and yield Starting materials: COCCCNC(SC)=S (methyl N-(3-methoxypropyl)dithiocarbamate), O.NN (hydrazine hydrate). Solvent: C(C)O (ethanol), C(C)O (ethanol). Conditions: temperature 70 celsius, time 4.5 hour. The product is COCCCNC(NN)=S (4-(3-methoxypropyl)thiosemicarbazide). Isolated yield 98.5%. RXN SMILES: [CH3:1][O:2][CH2:3][CH2:4][CH2:5][NH:6][C:7](=[S:10])SC.O.[NH2:12][NH2:13]>C(O)C>[CH3:1][O:2][CH2:3][CH2:4][CH2:5][NH:6][C:7](=[S:10])[NH:12][NH2:13] |f:1.2|. Procedure: A solution of methyl N-(3-methoxypropyl)dithiocarbamate (100.2 g) in ethanol (300 ml) was added dropwise at 3° C. over 30 minutes to a solution of hydrazine hydrate (28 g) in ethanol (200 ml). The mixture was stirred for 4.5 hours at 70° C. The reaction mixture was concentrated and to the residue were added water and diethyl ether. The diethyl ether extract was dried over magnesium sulfate and evaporated in vacuo to give pinkish oil of 4-(3-methoxypropyl)thiosemicarbazide (89.9 g). The reactants are OC1=CC=C(C=C1)/C(=C(/C=1C=C2C=NN(C2=CC1)C1OCCCC1)\C1=CC=C(C=C1)/C=C/C(=O)OCC)/CC ((E)-ethyl 3-(4-((E)-2-(4-hydroxyphenyl)-1-(1-(tetrahydro-2H-pyran-2-yl)-1H-indazol-5-yl)but-1-en-1-yl)phenyl)acrylate), OC1=CC=C(C=C1)/C(=C(/C=1C=C2C=NN(C2=CC1)C1OCCCC1)\C1=CC=C(C=C1)/C=C/C(=O)OCC)/CC ((E)-ethyl 3-(4-((E)-2-(4-hydroxyphenyl)-1-(1-(tetrahydro-2H-pyran-2-yl)-1H-indazol-5-yl)but-1-en-1-yl)phenyl)acrylate), O1C(OCC1)=O (1,3-dioxolan-2-one), C([O-])([O-])=O.[K+].[K+] (potassium carbonate), C(C)(=O)OCC (ethyl acetate). Run in CN(C)C=O (DMF). Reaction conditions: temperature 90 celsius. Product: OCCOC1=CC=C(C=C1)/C(=C(/C=1C=C2C=NN(C2=CC1)C1OCCCC1)\C1=CC=C(C=C1)/C=C/C(=O)OCC)/CC ((E)-Ethyl 3-(4-((E)-2-(4-(2-hydroxyethoxy)phenyl)-1-(1-(tetrahydro-2H-pyran-2-yl)-1H-indazol-5-yl)but-1-en-1-yl)phenyl)acrylate). The yield is 47.9%. As a reaction SMILES: [OH:1][C:2]1[CH:7]=[CH:6][C:5](/[C:8](/[CH2:38][CH3:39])=[C:9](\[C:25]2[CH:30]=[CH:29][C:28](/[CH:31]=[CH:32]/[C:33]([O:35][CH2:36][CH3:37])=[O:34])=[CH:27][CH:26]=2)/[C:10]2[CH:11]=[C:12]3[C:16](=[CH:17][CH:18]=2)[N:15]([CH:19]2[CH2:24][CH2:23][CH2:22][CH2:21][O:20]2)[N:14]=[CH:13]3)=[CH:4][CH:3]=1.[O:40]1[CH2:44][CH2:43]OC1=O.C(=O)([O-])[O-].[K+].[K+].C(OCC)(=O)C>CN(C=O)C>[OH:40][CH2:44][CH2:43][O:1][C:2]1[CH:3]=[CH:4][C:5](/[C:8](/[CH2:38][CH3:39])=[C:9](\[C:25]2[CH:26]=[CH:27][C:28](/[CH:31]=[CH:32]/[C:33]([O:35][CH2:36][CH3:37])=[O:34])=[CH:29][CH:30]=2)/[C:10]2[CH:11]=[C:12]3[C:16](=[CH:17][CH:18]=2)[N:15]([CH:19]2[CH2:24][CH2:23][CH2:22][CH2:21][O:20]2)[N:14]=[CH:13]3)=[CH:6][CH:7]=1 |f:2.3.4|. Reported procedure: A mixture of (E)-ethyl 3-(4-((E)-2-(4-hydroxyphenyl)-1-(1-(tetrahydro-2H-pyran-2-yl)-1H-indazol-5-yl)but-1-en-1-yl)phenyl)acrylate (352 mg, 0.67 mmol; Compound 339, Step 1), 1,3-dioxolan-2-one (296 mg, 3.37 mmol), and potassium carbonate (185 mg, 1.34 mmol) in DMF (7 mL) was heated to 90° C. overnight. The mixture was cooled to room temperature and poured into ethyl acetate. The organic phase was washed with brine (3×), dried over sodium sulfate, and purified by flash chromatography on silica ge... Reactants: crude material, [H-].[Na+] (Sodium hydride), BrC1=CC=C(C=C1)C1=C(C(=NO1)C)N (5-(4-bromo-phenyl)-3-methyl-isoxazol-4-ylamine), C(C1=CC=CC=C1)N=C=O (Benzyl isocyanate). Solvent: CN(C)C=O (DMF). Conditions: time 5 minute. The product is C(C1=CC=CC=C1)NC(=O)NC=1C(=NOC1C1=CC=C(C=C1)Br)C (1-Benzyl-3-[5-(4-bromo-phenyl)-3-methyl-isoxazol-4-yl]urea). As a reaction SMILES: [H-].[Na+].[Br:3][C:4]1[CH:9]=[CH:8][C:7]([C:10]2[O:14][N:13]=[C:12]([CH3:15])[C:11]=2[NH2:16])=[CH:6][CH:5]=1.[CH2:17]([N:24]=[C:25]=[O:26])[C:18]1[CH:23]=[CH:22][CH:21]=[CH:20][CH:19]=1>CN(C=O)C>[CH2:17]([NH:24][C:25]([NH:16][C:11]1[C:12]([CH3:15])=[N:13][O:14][C:10]=1[C:7]1[CH:6]=[CH:5][C:4]([Br:3])=[CH:9][CH:8]=1)=[O:26])[C:18]1[CH:23]=[CH:22][CH:21]=[CH:20][CH:19]=1 |f:0.1|. Procedure details: Sodium hydride (60% in mineral oil, 0.040 g, 1.00 mmol) was added to a solution of 5-(4-bromo-phenyl)-3-methyl-isoxazol-4-ylamine (0.170 g, 0.67 mmol) in DMF, and the mixture was stirred for 5 minutes at room temperature. Benzyl isocyanate (0.08 mL, 0.67 mmol) was added, and the reaction was stirred at 80° C. for 2 hours. After aqueous workup, the crude material was used directly in the coupling step.